From a dataset of the Open Reaction Database (ORD), a public repository of structured organic reaction records. describe an organic reaction: reactants, conditions, products, and yield The reactants are CN(C)C=O, Oc1cc(Cl)c2ncccc2c1, CI, [K+], [K+], O=C([O-])[O-], O. The product is COc1cc(Cl)c2ncccc2c1. As a reaction SMILES: [CH3:22][N:23]([CH3:24])[CH:25]=[O:26].[Cl:1][c:2]1[cH:3][c:4]([OH:12])[cH:5][c:6]2[cH:7][cH:8][cH:9][n:10][c:11]12.[I:19][CH3:20].[K+:13].[K+:14].[O-:15][C:16]([O-:17])=[O:18].[OH2:21]>>[Cl:1][c:2]1[cH:3][c:4]([O:12][CH3:16])[cH:5][c:6]2[cH:7][cH:8][cH:9][n:10][c:11]12. Starting materials: COC(=O)C=1C=CC2=C(SC3=C(CC2Br)C=CC=C3)C1 (methyl-11-bromo-10,11-dihydrodibenzo[b,f]thiepin-3-carboxylate), [BH4-].[Na+] (sodium borohydride), S1(=O)(=O)CCCC1 (sulfolane), mixture. Conditions: time 0.5 hour. Product: COC(=O)C=1C=CC2=C(SC3=C(CC2)C=CC=C3)C1 (Methyl-10,11-dihydrodibenzo[b,f]thiepin-3-carboxylate). As a reaction SMILES: [CH3:1][O:2][C:3]([C:5]1[CH:6]=[CH:7][C:8]2[CH:14](Br)[CH2:13][C:12]3[CH:16]=[CH:17][CH:18]=[CH:19][C:11]=3[S:10][C:9]=2[CH:20]=1)=[O:4].S1(CCCC1)(=O)=O.[BH4-].[Na+]>>[CH3:1][O:2][C:3]([C:5]1[CH:6]=[CH:7][C:8]2[CH2:14][CH2:13][C:12]3[CH:16]=[CH:17][CH:18]=[CH:19][C:11]=3[S:10][C:9]=2[CH:20]=1)=[O:4] |f:2.3|. Reported procedure: 13.6 G. methyl-11-bromo-10,11-dihydrodibenzo[b,f]thiepin-3-carboxylate is suspended in 150 cc. sulfolane and to the mechanically stirred mixture 7.18 g. sodium borohydride is added in portions over one hour. The foamy mixture is stirred an additional half hour. The mixture is diluted with 1.5 l. of water and extracted with ether. The organic layer is washed with water, dried, evaporated, and the residual oil is chromatographed on silica gel. Elution with benzene affords 8.1 g. of the pure oily m... The reactants are NCCSCCCC(=O)[C@H](O)[C@@H](OCC(=O)O)[C@@H](O)[C@H](O)CO (1-(6-amino-4-thiahexyl)-3-O-carboxymethylgalactose), NCCSCCCC(=O)[C@H](O)[C@@H](OCC(=O)O)[C@@H](O)[C@H](O)CO (1-(6-amino-4-thiahexyl)-3-O-carboxymethylgalactose), C(C=C)(=O)ON1C(CCC1=O)=O (N-acryloyloxy succinimide). Run in O.CO (water methanol), C(C)N(CC)CC (triethylamine). Run at time 2 hour. Yields the product C(C=C)(=O)NCCSCCCC(=O)[C@H](O)[C@@H](OCC(=O)O)[C@@H](O)[C@H](O)CO (1-C-(6-acrylamido-4-thiahexyl)-3-O-carboxymethylgalactose). Yield: 63.7%. RXN SMILES: [NH2:1][CH2:2][CH2:3][S:4][CH2:5][CH2:6][CH2:7][C:8]([C@@H:10]([C@H:12]([C@H:18]([C@@H:20]([CH2:22][OH:23])[OH:21])[OH:19])[O:13][CH2:14][C:15]([OH:17])=[O:16])[OH:11])=[O:9].[C:24](ON1C(=O)CCC1=O)(=[O:27])[CH:25]=[CH2:26]>O.CO.C(N(CC)CC)C>[C:24]([NH:1][CH2:2][CH2:3][S:4][CH2:5][CH2:6][CH2:7][C:8]([C@@H:10]([C@H:12]([C@H:18]([C@@H:20]([CH2:22][OH:23])[OH:21])[OH:19])[O:13][CH2:14][C:15]([OH:17])=[O:16])[OH:11])=[O:9])(=[O:27])[CH:25]=[CH2:26] |f:2.3|. Reported procedure: Compound 9 (1.5 g) was dissolved in water/methanol (1:1, 10 mL) to which triethylamine was added to obtain pH 10. N-acryloyloxy succinimide (2.0 g) was added and the mixture was stirred for 2 hr. After TLC analysis indicated the complete disappearance of starting material 9, the volatiles were removed from the reaction mixture. The residue was chromatographed on a silica gel column using 20% methanol in dichloromethane. The appropriate fractions were pooled and solvent was removed to give the de... The reactants are [Mg] (magnesium), [Mg] (magnesium), CCCCCC (n-hexane), [C-]1(C=CC=C1)C=O.[CH-]1C=CC=C1.[Fe+2] (ferrocenaldehyde), C(C=C)Br (allyl bromide). The solvent is C1CCOC1 (THF). Run at time 2 hour. Product: [C-]1(C=CC=C1)C=CC=C.[CH-]1C=CC=C1.[Fe+2] (1-Ferrocenyl-1,3-butadiene). The yield is 84.0%. As a reaction SMILES: [Mg].[C-:2]1([CH:7]=O)[CH:6]=[CH:5][CH:4]=[CH:3]1.[CH-:9]1[CH:13]=CC=[CH:10]1.[Fe+2:14].C(Br)C=C.C[CH2:20][CH2:21][CH2:22][CH2:23][CH3:24]>C1COCC1>[C-:2]1([CH:7]=[CH:13][CH:9]=[CH2:10])[CH:6]=[CH:5][CH:4]=[CH:3]1.[CH-:20]1[CH:21]=[CH:22][CH:23]=[CH:24]1.[Fe+2:14] |f:1.2.3,7.8.9|. Reported procedure: 72 mg (3.0 mmole) of magnesium metal was placed in a 50 ml round bottom flask. 214 mg (1.0 mmole) of ferrocenaldehyde and 181.5 mg (1.5 mmole) of allyl bromide were dissolved in 15 ml of THF. The resulting mixture was poured into the round bottom flask containing the magnesium metal, while stirring at room temperature for two hours. After two-hour stirring, the cover of the flask was opened, and the liquid portion of the reaction mixture was introduced into a silica gel column, which had been we...